Dataset: the Open Reaction Database (ORD), a public repository of structured organic reaction records. Task: describe an organic reaction: reactants, conditions, products, and yield Starting materials: ClC1=CC=C(C(=O)C2=CC=C(CN3C=CC4=C3N=C(N(C4=O)CC)SC)C=C2)C=C1 (7-[4-(4-chlorobenzoyl)benzyl]-3-ethyl-2-methylthio-7H-pyrrolo[2,3-d]pyrimidin-4-one), C(C)(=O)O (acetic acid). Reagents/catalysts: [Ni] (Raney nickel). The solvent is COCCOC (DME), C(C)O (ethanol). Reaction conditions: temperature 40 celsius. Yields the product ClC1=CC=C(C(=O)C2=CC=C(CN3C=CC4=C3N=CN(C4=O)CC)C=C2)C=C1 (7-[4-(4-Chlorobenzoyl)benzyl]-3-ethyl-7H-pyrrolo-[2,3-d]pyrimidin-4-one). Yield: 71.3%. As a reaction SMILES: [Cl:1][C:2]1[CH:30]=[CH:29][C:5]([C:6]([C:8]2[CH:28]=[CH:27][C:11]([CH2:12][N:13]3[C:17]4[N:18]=[C:19](SC)[N:20]([CH2:23][CH3:24])[C:21](=[O:22])[C:16]=4[CH:15]=[CH:14]3)=[CH:10][CH:9]=2)=[O:7])=[CH:4][CH:3]=1.C(O)(=O)C>COCCOC.C(O)C.[Ni]>[Cl:1][C:2]1[CH:30]=[CH:29][C:5]([C:6]([C:8]2[CH:28]=[CH:27][C:11]([CH2:12][N:13]3[C:17]4[N:18]=[CH:19][N:20]([CH2:23][CH3:24])[C:21](=[O:22])[C:16]=4[CH:15]=[CH:14]3)=[CH:10][CH:9]=2)=[O:7])=[CH:4][CH:3]=1. Procedure details: In a mixture of DME (15 ml) and ethanol (1.5 ml) was dissolved 7-[4-(4-chlorobenzoyl)benzyl]-3-ethyl-2-methylthio-7H-pyrrolo[2,3-d]pyrimidin-4-one (221 mg) followed by addition of acetic acid (185 mg), and the mixture was warmed to 40° C. Then, Raney nickel was added until disappearance of the starting compound could be verified by TLC. The catalyst was then filtered off and the solvent was removed under reduced pressure. The residue was dissolved in ethyl acetate, washed with saturated aqueous ... Starting materials: Fc1cc(I)ccc1Br, CCCCCC1CCC(c2ccc(B(O)O)cc2)CC1, CCO, [Na+], [Na+], O=C([O-])[O-], O, c1ccccc1, c1ccc(P(c2ccccc2)(c2ccccc2)[Pd](P(c2ccccc2)(c2ccccc2)c2ccccc2)(P(c2ccccc2)(c2ccccc2)c2ccccc2)P(c2ccccc2)(c2ccccc2)c2ccccc2)cc1. Yields the product CCCCCC1CCC(c2ccc(-c3ccc(Br)c(F)c3)cc2)CC1. Reaction SMILES: [Br:24][c:25]1[c:26]([F:32])[cH:27][c:28]([I:31])[cH:29][cH:30]1.[CH2:4]([CH2:5][CH2:6][CH2:7][CH3:8])[CH:9]1[CH2:10][CH2:11][CH:12]([c:15]2[cH:16][cH:17][c:18]([B:21]([OH:22])[OH:23])[cH:19][cH:20]2)[CH2:13][CH2:14]1.[CH3:1][CH2:2][OH:3].[Na+:33].[Na+:34].[O-:35][C:36](=[O:37])[O-:38].[OH2:116].[cH:117]1[cH:118][cH:119][cH:120][cH:121][cH:122]1.[cH:39]1[cH:40][cH:41][c:42]([P:43]([Pd:44]([P:45]([c:46]2[cH:47][cH:48][cH:49][cH:50][cH:51]2)([c:52]2[cH:53][cH:54][cH:55][cH:56][cH:57]2)[c:58]2[cH:59][cH:60][cH:61][cH:62][cH:63]2)([P:64]([c:65]2[cH:66][cH:67][cH:68][cH:69][cH:70]2)([c:71]2[cH:72][cH:73][cH:74][cH:75][cH:76]2)[c:77]2[cH:78][cH:79][cH:80][cH:81][cH:82]2)[P:83]([c:84]2[cH:85][cH:86][cH:87][cH:88][cH:89]2)([c:90]2[cH:91][cH:92][cH:93][cH:94][cH:95]2)[c:96]2[cH:97][cH:98][cH:99][cH:100][cH:101]2)([c:102]2[cH:103][cH:104][cH:105][cH:106][cH:107]2)[c:108]2[cH:109][cH:110][cH:111][cH:112][cH:113]2)[cH:114][cH:115]1>>[CH2:4]([CH2:5][CH2:6][CH2:7][CH3:8])[CH:9]1[CH2:10][CH2:11][CH:12]([c:15]2[cH:16][cH:17][c:18](-[c:28]3[cH:27][c:26]([F:32])[c:25]([Br:24])[cH:30][cH:29]3)[cH:19][cH:20]2)[CH2:13][CH2:14]1. Starting materials: ClC1=C2C(=NN=C1C1=CC=CC=C1)N(N=C2I)CC(=O)N2C[C@@H](CC2)F (2-(4-chloro-3-iodo-5-phenyl-pyrazolo[3,4-c]pyridazin-1-yl)-1-[(3R)-3-fluoropyrrolidin-1-yl]ethanone), FC1=CC=C(C=C1)B(O)O (4-fluorophenylboronic acid), [O-]P(=O)([O-])[O-].[K+].[K+].[K+] (K3PO4). Solvent: CN(C)C=O (DMF), O (water). Product: ClC1=C2C(=NN=C1C1=CC=CC=C1)N(N=C2C2=CC=C(C=C2)F)CC(=O)N2C[C@@H](CC2)F (2-[4-chloro-3-(4-fluorophenyl)-5-phenyl-pyrazolo[3,4-c]pyridazin-1-yl]-1-[(3R)-3-fluoropyrrolidin-1-yl]ethanone). Isolated yield 30.6%. RXN SMILES: [Cl:1][C:2]1[C:7]([C:8]2[CH:13]=[CH:12][CH:11]=[CH:10][CH:9]=2)=[N:6][N:5]=[C:4]2[N:14]([CH2:18][C:19]([N:21]3[CH2:25][CH2:24][C@@H:23]([F:26])[CH2:22]3)=[O:20])[N:15]=[C:16](I)[C:3]=12.[F:27][C:28]1[CH:33]=[CH:32][C:31](B(O)O)=[CH:30][CH:29]=1.[O-]P([O-])([O-])=O.[K+].[K+].[K+]>CN(C=O)C.O>[Cl:1][C:2]1[C:7]([C:8]2[CH:13]=[CH:12][CH:11]=[CH:10][CH:9]=2)=[N:6][N:5]=[C:4]2[N:14]([CH2:18][C:19]([N:21]3[CH2:25][CH2:24][C@@H:23]([F:26])[CH2:22]3)=[O:20])[N:15]=[C:16]([C:31]3[CH:32]=[CH:33][C:28]([F:27])=[CH:29][CH:30]=3)[C:3]=12 |f:2.3.4.5|. Procedure: Nitrogen was bubbled through a suspension of 2-(4-chloro-3-iodo-5-phenyl-pyrazolo[3,4-c]pyridazin-1-yl)-1-[(3R)-3-fluoropyrrolidin-1-yl]ethanone (70 mg, 0.144 mmol), 4-fluorophenylboronic acid (22 mg, 0.158 mmol) and K3PO4 (92 mg, 0.43 mmol) in DMF (1.1 mL) and water (0.4 mL) for 20 min. 1,1′-Bis(diphenylphosphino)ferrocene-palladium(II)dichloride dichloromethane complex (12 mg, 0.014 mmol) was added and the tube sealed and heated using microwave irradiation to 60° C. for 30 min. The crude react... Starting materials: C(C)(C)(C)OC(=O)N1CCN(C2=CC(=CC=C12)C(NC1=CC=C(C=C1)C(=O)OCC)=O)S(=O)(=O)C1=C(C=CC(=C1)Cl)OC (4-(5-chloro-2-methoxy-benzenesulfonyl)-6-(4-ethoxycarbonyl-phenylcarbamoyl)-3,4-dihydro-2H-quinoxaline-1-carboxylic acid tert-butyl ester). The solvent is FC(C(=O)O)(F)F (trifluoroacetic acid). Yields the product C(C)OC(C1=CC=C(C=C1)NC(=O)C=1C=C2N(CCNC2=CC1)S(=O)(=O)C1=C(C=CC(=C1)Cl)OC)=O (4-{[4-(5-Chloro-2-methoxy-benzenesulfonyl)-1,2,3,4-tetrahydro-quinoxaline-6-carbonyl]-amino}-benzoic acid ethyl ester). As a reaction SMILES: C(OC([N:8]1[C:17]2[C:12](=[CH:13][C:14]([C:18](=[O:31])[NH:19][C:20]3[CH:25]=[CH:24][C:23]([C:26]([O:28][CH2:29][CH3:30])=[O:27])=[CH:22][CH:21]=3)=[CH:15][CH:16]=2)[N:11]([S:32]([C:35]2[CH:40]=[C:39]([Cl:41])[CH:38]=[CH:37][C:36]=2[O:42][CH3:43])(=[O:34])=[O:33])[CH2:10][CH2:9]1)=O)(C)(C)C>FC(F)(F)C(O)=O>[CH2:29]([O:28][C:26](=[O:27])[C:23]1[CH:24]=[CH:25][C:20]([NH:19][C:18]([C:14]2[CH:13]=[C:12]3[C:17](=[CH:16][CH:15]=2)[NH:8][CH2:9][CH2:10][N:11]3[S:32]([C:35]2[CH:40]=[C:39]([Cl:41])[CH:38]=[CH:37][C:36]=2[O:42][CH3:43])(=[O:34])=[O:33])=[O:31])=[CH:21][CH:22]=1)[CH3:30]. Procedure: A solution of 4-(5-chloro-2-methoxy-benzenesulfonyl)-6-(4-ethoxycarbonyl-phenylcarbamoyl)-3,4-dihydro-2H-quinoxaline-1-carboxylic acid tert-butyl ester (95 mg, 0.15 mmol) in trifluoroacetic acid (2 mL) was stirred at room temperature 2 hours. The volatiles were removed and the residue was purified by trituration in dichloromethane. 4-{[4-(5-Chloro-2-methoxy-benzenesulfonyl)-1,2,3,4-tetrahydro-quinoxaline-6-carbonyl]-amino}-benzoic acid ethyl ester was obtained as a white solid, 61 mg (76%), MS (...